The task is: describe an organic reaction: reactants, conditions, products, and yield. This data is from the Open Reaction Database (ORD), a public repository of structured organic reaction records. Reactants: OC1(CCC(C2CN(CC12)C(CC1=C(C=CC=C1)OC)=O)=O)C1=C(C=CC=C1)OC ((3aRS,7RS,7aSR)-7-hydroxy-7-(2-methoxyphenyl)-2-[(2-methoxyphenyl)acetyl ]-4-perhydroisoindolone), C[Li] (methyllithium), [Cl-].[NH4+] (ammonium chloride), C(C)(=O)OCC (ethyl acetate). Product: COC1=C(C=CC=C1)C1(C2CN(CC2C(CC1)(O)C)C(CC1=C(C=CC=C1)OC)=O)O ((3aRS,4RS,7aSR)-4-(2-methoxyphenyl)-2-[(2-methoxyphenyl)acetyl]-7-methyl-4,7-perhydroisoindolediol). Reaction conditions: time 3 hour. Reported procedure: To a suspension, cooled to -70° C. and under an argon atmosphere, of 0.5 g of (3aRS,7RS,7aSR)-7-hydroxy-7-(2-methoxyphenyl)-2-[(2-methoxyphenyl)acetyl ]-4-perhydroisoindolone are slowly added 4 cm3 of 1.6 M methyllithium solution in ethyl ether. After returning to room temperature and stirring for 3 hours, the reaction mixture is cooled to +5° C., followed by addition of 25 cm3 of saturated aqueous ammonium chloride solution and 20 cm3 of ethyl acetate. The organic phase is dried over magnesium ... The solvent is C(C)OCC (ethyl ether). Reaction SMILES: [OH:1][C:2]1([C:23]2[CH:28]=[CH:27][CH:26]=[CH:25][C:24]=2[O:29][CH3:30])[CH:10]2[CH:6]([CH2:7][N:8]([C:11](=[O:21])[CH2:12][C:13]3[CH:18]=[CH:17][CH:16]=[CH:15][C:14]=3[O:19][CH3:20])[CH2:9]2)[C:5](=[O:22])[CH2:4][CH2:3]1.C[Li].[Cl-].[NH4+].[C:35](OCC)(=O)C>C(OCC)C>[CH3:30][O:29][C:24]1[CH:25]=[CH:26][CH:27]=[CH:28][C:23]=1[C:2]1([OH:1])[CH2:3][CH2:4][C:5]([CH3:35])([OH:22])[CH:6]2[CH:10]1[CH2:9][N:8]([C:11](=[O:21])[CH2:12][C:13]1[CH:18]=[CH:17][CH:16]=[CH:15][C:14]=1[O:19][CH3:20])[CH2:7]2 |f:2.3|.